The task is: describe an organic reaction: reactants, conditions, products, and yield. This data is from the Open Reaction Database (ORD), a public repository of structured organic reaction records. Reactants: BrBr (bromine), C(Cl)(Cl)(Cl)Cl (carbon tetrachloride), CN1C(CC(N(C2=C1C=CC=C2)C2=CC=CC=C2)=O)=O (1-methyl-5-phenyl-1H-1,5-benzodiazepine-2,4-(3H, 5H)-dione), C(Cl)(Cl)(Cl)Cl (carbon tetrachloride). Product: BrC1C(N(C2=C(N(C1=O)C)C=CC=C2)C2=CC=CC=C2)=O (3-bromo-1-methyl-5-phenyl-1H-1,5-benzodiazepine-2,4-(3H, 5H)-dione). RXN SMILES: [Br:1]Br.C(Cl)(Cl)(Cl)Cl.[CH3:8][N:9]1[C:15]2[CH:16]=[CH:17][CH:18]=[CH:19][C:14]=2[N:13]([C:20]2[CH:25]=[CH:24][CH:23]=[CH:22][CH:21]=2)[C:12](=[O:26])[CH2:11][C:10]1=[O:27]>C(Cl)Cl>[Br:1][CH:11]1[C:10](=[O:27])[N:9]([CH3:8])[C:15]2[CH:16]=[CH:17][CH:18]=[CH:19][C:14]=2[N:13]([C:20]2[CH:21]=[CH:22][CH:23]=[CH:24][CH:25]=2)[C:12]1=[O:26]. Procedure: While irradiating with a 500 watt lamp at about 40° C., a solution of 5 ml of bromine and 30 ml of carbon tetrachloride was introduced dropwise into a solution of 25 g of the product of Step A and 750 ml of carbon tetrachloride. At the end of the introduction, the lamp was extinguished, the mixture was cooled and 500 ml of methylene chloride were added. The organic phase was washed with a saturated sodium carbonate solution, then with water and the product obtained was chromatographed on silica.... Solvent: C(Cl)Cl (methylene chloride). The reactants are ClCCl, Cc1cc(C)[n+](F)c(C)c1, c1ccc(N2CCN(c3nc(N4CCOCC4)cc(N4CCOCC4)n3)CC2)cc1, O, O=S(=O)([O-])C(F)(F)F. Product: Fc1c(N2CCOCC2)nc(N2CCN(c3ccccc3)CC2)nc1N1CCOCC1. Reaction SMILES: [Cl:50][CH2:51][Cl:52].[F:39][n+:40]1[c:41]([CH3:42])[cH:43][c:44]([CH3:45])[cH:46][c:47]1[CH3:48].[O:1]1[CH2:2][CH2:3][N:4]([c:7]2[n:8][c:9]([N:19]3[CH2:20][CH2:21][N:22]([c:25]4[cH:26][cH:27][cH:28][cH:29][cH:30]4)[CH2:23][CH2:24]3)[n:10][c:11]([N:13]3[CH2:14][CH2:15][O:16][CH2:17][CH2:18]3)[cH:12]2)[CH2:5][CH2:6]1.[OH2:49].[S:31]([O-:32])([C:33]([F:34])([F:35])[F:36])(=[O:37])=[O:38]>>[O:1]1[CH2:2][CH2:3][N:4]([c:7]2[n:8][c:9]([N:19]3[CH2:20][CH2:21][N:22]([c:25]4[cH:26][cH:27][cH:28][cH:29][cH:30]4)[CH2:23][CH2:24]3)[n:10][c:11]([N:13]3[CH2:14][CH2:15][O:16][CH2:17][CH2:18]3)[c:12]2[F:35])[CH2:5][CH2:6]1. Starting materials: C1CCOC1, [Li]CCCC, CCCCCCCC(C)C(=O)OCC, CI, CN(C)P(=O)(N(C)C)N(C)C, CC(C)NC(C)C, [Cl-], [NH4+]. Product: CCCCCCCC(C)(C)C(=O)OCC. Reaction SMILES: [CH2:42]1[O:43][CH2:44][CH2:45][CH2:46]1.[CH2:8]([Li:9])[CH2:10][CH2:11][CH3:12].[CH3:13][CH:14]([C:15](=[O:16])[O:17][CH2:18][CH3:19])[CH2:20][CH2:21][CH2:22][CH2:23][CH2:24][CH2:25][CH3:26].[CH3:27][I:28].[CH3:29][N:30]([CH3:31])[P:32]([N:33]([CH3:34])[CH3:35])([N:36]([CH3:37])[CH3:38])=[O:39].[CH:1]([NH:2][CH:3]([CH3:4])[CH3:5])([CH3:6])[CH3:7].[Cl-:40].[NH4+:41]>>[CH3:1][C:14]([CH3:13])([C:15](=[O:16])[O:17][CH2:18][CH3:19])[CH2:20][CH2:21][CH2:22][CH2:23][CH2:24][CH2:25][CH3:26]. Starting materials: O (water), Cl (hydrochloric acid), C(#N)C1=CC(=C(C=C1)C1=CC(OC2=C1C=C(C=C2)C#N)(C)C)OC (4-(4-cyano-2-methoxyphenyl)-2,2-dimethyl-2H-1-benzopyran-6-carbonitrile), C[S-].[Na+] (sodium methanethiolate), CN(C=O)C (dimethylformamide). The solvent is C(C)OCC (diethyl ether). Product: C(#N)C=1C=CC(=C(C1)C1=CC(OC2=C1C=C(C=C2)C#N)(C)C)O (4-(5-cyano-2-hydroxyphenyl)-2,2-dimethyl-2H-1-benzopyran-6-carbonitrile). Reaction SMILES: C([C:3]1[CH:8]=[CH:7][C:6]([C:9]2[C:14]3[CH:15]=[C:16]([C:19]#[N:20])[CH:17]=[CH:18][C:13]=3[O:12][C:11]([CH3:22])([CH3:21])[CH:10]=2)=[C:5]([O:23]C)[CH:4]=1)#N.C[S-].[Na+].O.Cl.[CH3:30][N:31](C)C=O>C(OCC)C>[C:30]([C:8]1[CH:3]=[CH:4][C:5]([OH:23])=[C:6]([C:9]2[C:14]3[CH:15]=[C:16]([C:19]#[N:20])[CH:17]=[CH:18][C:13]=3[O:12][C:11]([CH3:21])([CH3:22])[CH:10]=2)[CH:7]=1)#[N:31] |f:1.2|. Reported procedure: 1.58 g of 4-(4-cyano-2-methoxyphenyl)-2,2-dimethyl-2H-1-benzopyran-6-carbonitrile and 1.05 g of sodium methanethiolate were heated at 100° C. for 20 minutes in 15 ml of dimethylformamide. The mixture was allowed to cool to room temperature and then poured into water and diethyl ether. The aqueous phase was acidified with 2M aqueous hydrochloric acid and extracted with ethyl acetate. The organic extract was washed three times with water, dried over sodium sulphate and evaporated. The residue was ... Starting materials: O=C([O-])[O-], CN1CCCC1=O, Oc1ccc(F)cc1Cl, [Cs+], [Cs+], O=S(=O)(OCC(F)(F)F)C(F)(F)F, O. Product: Fc1ccc(OCC(F)(F)F)c(Cl)c1. As a reaction SMILES: [C:10](=[O:11])([O-:12])[O-:13].[CH3:30][N:31]1[CH2:32][CH2:33][CH2:34][C:35]1=[O:36].[Cl:1][c:2]1[c:3]([OH:9])[cH:4][cH:5][c:6]([F:8])[cH:7]1.[Cs+:14].[Cs+:15].[F:16][C:17]([CH2:18][O:19][S:20]([C:21]([F:22])([F:23])[F:24])(=[O:25])=[O:26])([F:27])[F:28].[OH2:29]>>[Cl:1][c:2]1[c:3]([O:9][CH2:18][C:17]([F:16])([F:27])[F:28])[cH:4][cH:5][c:6]([F:8])[cH:7]1. Starting materials: 65c, C(C)OC(C(C(CC)=O)CC1=C(C=C(C=C1)C(NC1CCC1)=O)Cl)=O (2-(2-chloro-4-cyclobutylcarbamoylbenzyl)-3-oxopentanoic acid ethyl ester), COC([C@H](C)OC1=CC(=C(C=C1)F)N)=O ((S)-2-(3-amino-4-fluorophenoxy)propionic acid methyl ester). The product is COC([C@H](C)OC1=C2C(C(=C(NC2=C(C=C1)F)CC)CC1=C(C=C(C=C1)C(NC1CCC1)=O)Cl)=O)=O ((S)-2-[3-(2-chloro-4-cyclobutylcarbamoylbenzyl)-2-ethyl-8-fluoro-4-oxo-1,4-dihydroquinolin-5-yloxy]propionic Acid Methyl Ester). As a reaction SMILES: C([O:3][C:4](=O)[CH:5]([CH2:10][C:11]1[CH:16]=[CH:15][C:14]([C:17](=[O:23])[NH:18][CH:19]2[CH2:22][CH2:21][CH2:20]2)=[CH:13][C:12]=1[Cl:24])[C:6](=O)[CH2:7][CH3:8])C.[CH3:26][O:27][C:28](=[O:40])[C@@H:29]([O:31][C:32]1[CH:37]=[CH:36][C:35]([F:38])=[C:34]([NH2:39])[CH:33]=1)[CH3:30]>>[CH3:26][O:27][C:28](=[O:40])[C@@H:29]([O:31][C:32]1[CH:37]=[CH:36][C:35]([F:38])=[C:34]2[C:33]=1[C:4](=[O:3])[C:5]([CH2:10][C:11]1[CH:16]=[CH:15][C:14]([C:17](=[O:23])[NH:18][CH:19]3[CH2:22][CH2:21][CH2:20]3)=[CH:13][C:12]=1[Cl:24])=[C:6]([CH2:7][CH3:8])[NH:39]2)[CH3:30]. Procedure details: The title compound was prepared by the method of Preparation 65c using 2-(2-chloro-4-cyclobutylcarbamoylbenzyl)-3-oxopentanoic acid ethyl ester and (S)-2-(3-amino-4-fluorophenoxy)propionic acid methyl ester. The reactants are COC(=O)c1ccc(C=CC(=O)c2cccnc2Nc2ccccc2)cc1, CCOC(C)=O, [H][H]. The product is COC(=O)c1ccc(CCC(=O)c2cccnc2Nc2ccccc2)cc1. RXN SMILES: [CH3:1][O:2][C:3]([c:4]1[cH:5][cH:6][c:7]([CH:10]=[CH:11][C:12]([c:13]2[c:14]([NH:19][c:20]3[cH:21][cH:22][cH:23][cH:24][cH:25]3)[n:15][cH:16][cH:17][cH:18]2)=[O:26])[cH:8][cH:9]1)=[O:27].[CH3:30][CH2:31][O:32][C:33](=[O:34])[CH3:35].[H:28][H:29]>>[CH3:1][O:2][C:3]([c:4]1[cH:5][cH:6][c:7]([CH2:10][CH2:11][C:12]([c:13]2[c:14]([NH:19][c:20]3[cH:21][cH:22][cH:23][cH:24][cH:25]3)[n:15][cH:16][cH:17][cH:18]2)=[O:26])[cH:8][cH:9]1)=[O:27].